This data is from the Open Reaction Database (ORD), a public repository of structured organic reaction records. The task is: describe an organic reaction: reactants, conditions, products, and yield Starting materials: COC(=O)C(Br)c1ccc(Oc2ccc(Cl)cc2)cc1, C[O-], CO, Cc1cc(O)cc(C)c1Cl, [I-], [K+], [Na+], O, c1ccccc1. Yields the product COC(=O)C(Oc1cc(C)c(Cl)c(C)c1)c1ccc(Oc2ccc(Cl)cc2)cc1. Reaction SMILES: [Br:16][CH:17]([C:18](=[O:19])[O:20][CH3:21])[c:22]1[cH:23][cH:24][c:25]([O:28][c:29]2[cH:30][cH:31][c:32]([Cl:35])[cH:33][cH:34]2)[cH:26][cH:27]1.[CH3:1][O-:2].[CH3:36][OH:37].[CH3:6][c:7]1[cH:8][c:9]([OH:15])[cH:10][c:11]([CH3:14])[c:12]1[Cl:13].[I-:5].[K+:4].[Na+:3].[OH2:44].[cH:38]1[cH:39][cH:40][cH:41][cH:42][cH:43]1>>[CH3:6][c:7]1[cH:8][c:9]([O:15][CH:17]([C:18](=[O:19])[O:20][CH3:21])[c:22]2[cH:23][cH:24][c:25]([O:28][c:29]3[cH:30][cH:31][c:32]([Cl:35])[cH:33][cH:34]3)[cH:26][cH:27]2)[cH:10][c:11]([CH3:14])[c:12]1[Cl:13]. The reactants are CC(=O)c1ccccc1Br, O=C([O-])[O-], CCO, Cc1ccccc1, COC(=O)c1ccc2c(C3CCCCC3)c(B3OC(C)(C)C(C)(C)O3)[nH]c2c1, [Cl-], [Li+], [Na+], [Na+], c1ccc(P(c2ccccc2)(c2ccccc2)[Pd](P(c2ccccc2)(c2ccccc2)c2ccccc2)(P(c2ccccc2)(c2ccccc2)c2ccccc2)P(c2ccccc2)(c2ccccc2)c2ccccc2)cc1. Yields the product COC(=O)c1ccc2c(C3CCCCC3)c(-c3ccccc3C(C)=O)[nH]c2c1. RXN SMILES: [Br:35][c:36]1[c:37]([C:42]([CH3:43])=[O:44])[cH:38][cH:39][cH:40][cH:41]1.[C:1](=[O:2])([O-:3])[O-:4].[CH3:47][CH2:48][OH:49].[CH3:50][c:51]1[cH:52][cH:53][cH:54][cH:55][cH:56]1.[CH:7]1([c:13]2[c:14]([B:26]3[O:27][C:28]([CH3:29])([CH3:30])[C:31]([CH3:32])([CH3:33])[O:34]3)[nH:15][c:16]3[cH:17][c:18]([C:22](=[O:23])[O:24][CH3:25])[cH:19][cH:20][c:21]23)[CH2:8][CH2:9][CH2:10][CH2:11][CH2:12]1.[Cl-:45].[Li+:46].[Na+:5].[Na+:6].[cH:57]1[cH:58][cH:59][c:60]([P:61]([Pd:62]([P:63]([c:64]2[cH:65][cH:66][cH:67][cH:68][cH:69]2)([c:70]2[cH:71][cH:72][cH:73][cH:74][cH:75]2)[c:76]2[cH:77][cH:78][cH:79][cH:80][cH:81]2)([P:82]([c:83]2[cH:84][cH:85][cH:86][cH:87][cH:88]2)([c:89]2[cH:90][cH:91][cH:92][cH:93][cH:94]2)[c:95]2[cH:96][cH:97][cH:98][cH:99][cH:100]2)[P:101]([c:102]2[cH:103][cH:104][cH:105][cH:106][cH:107]2)([c:108]2[cH:109][cH:110][cH:111][cH:112][cH:113]2)[c:114]2[cH:115][cH:116][cH:117][cH:118][cH:119]2)([c:120]2[cH:121][cH:122][cH:123][cH:124][cH:125]2)[c:126]2[cH:127][cH:128][cH:129][cH:130][cH:131]2)[cH:132][cH:133]1>>[CH:7]1([c:13]2[c:14](-[c:36]3[c:37]([C:42]([CH3:43])=[O:44])[cH:38][cH:39][cH:40][cH:41]3)[nH:15][c:16]3[cH:17][c:18]([C:22](=[O:23])[O:24][CH3:25])[cH:19][cH:20][c:21]23)[CH2:8][CH2:9][CH2:10][CH2:11][CH2:12]1. The reactants are C(C=C)(=O)N1CC(C1)N1C(CN(CC1)C(=O)OC(C)(C)C)C (tert-butyl 4-(1-acryloylazetidin-3-yl)-3-methylpiperazine-1-carboxylate), CO.Cl (MeOH HCl). Reaction conditions: time 1 hour. Product: Cl.CC1N(CCNC1)C1CN(C1)C(C=C)=O (1-(3-(2-Methylpiperazin-1-yl)azetidin-1-yl)prop-2-en-1-one hydrochloride). Reaction SMILES: [C:1]([N:5]1[CH2:8][CH:7]([N:9]2[CH2:14][CH2:13][N:12](C(OC(C)(C)C)=O)[CH2:11][CH:10]2[CH3:22])[CH2:6]1)(=[O:4])[CH:2]=[CH2:3].CO.[ClH:25]>>[ClH:25].[CH3:22][CH:10]1[CH2:11][NH:12][CH2:13][CH2:14][N:9]1[CH:7]1[CH2:8][N:5]([C:1](=[O:4])[CH:2]=[CH2:3])[CH2:6]1 |f:1.2,3.4|. Procedure: The mixture of tert-butyl 4-(1-acryloylazetidin-3-yl)-3-methylpiperazine-1-carboxylate (62 mg, 0.199 mmol) in MeOH/HCl (20 mL, 2.9 M) was stirred at RT for 1 h. The mixture was concentrated in vacuo to afford the crude product (59 mg). The crude product was used directly in the next step without further purification. The reactants are Cl (hydrochloric acid), FC(C=1C=C(CN(C2=NC=C(C=N2)Br)CC2=C(C(=O)O)C=CC(=C2)C(F)(F)F)C=C(C1)C(F)(F)F)(F)F (2-{[(3,5-Bis-trifluoromethyl-benzyl)-(5-bromo-pyrimidin-2-yl)-amino]-methyl}-4-trifluoromethyl-benzoic acid), O1CCCC1 (tetrahydrofuran), O(C1=CC=CC=C1)P(=O)(OC1=CC=CC=C1)N=[N+]=[N-] (diphenoxyphosphinylazide), C(C1=CC=CC=C1)O (benzyl alcohol). Reported procedure: 2-{[(3,5-Bis-trifluoromethyl-benzyl)-(5-bromo-pyrimidin-2-yl)-amino]-methyl}-4-trifluoromethyl-benzoic acid (2.5 g) is dissolved in tetrahydrofuran (25 ml), and thereto are added diphenoxyphosphinylazide (1.34 ml), triethylamine (174 ml) and benzyl alcohol (1.3 ml) and the mixture is heated at 60° C. overnight with stirring. The reaction solution is cooled to room temperature, and thereto are added a 1N-hydrochloric acid and ethyl acetate, and the mixture is separated, and the organic layer is w... The product is FC(C=1C=C(CN(C2=NC=C(C=N2)Br)CC2=C(C=CC(=C2)C(F)(F)F)NC(OCC2=CC=CC=C2)=O)C=C(C1)C(F)(F)F)(F)F (benzyl (2-{[(3,5-bis-trifluoromethyl-benzyl)-(5-bromo-pyrimidin-2-yl)-amino]-methyl}-4-trifluoromethyl-phenyl)-carbamate). Run at temperature 60 celsius. As a reaction SMILES: [F:1][C:2]([F:37])([F:36])[C:3]1[CH:4]=[C:5]([CH:29]=[C:30]([C:32]([F:35])([F:34])[F:33])[CH:31]=1)[CH2:6][N:7]([CH2:15][C:16]1[CH:24]=[C:23]([C:25]([F:28])([F:27])[F:26])[CH:22]=[CH:21][C:17]=1C(O)=O)[C:8]1[N:13]=[CH:12][C:11]([Br:14])=[CH:10][N:9]=1.O(P([N:54]=[N+]=[N-])(OC1C=CC=CC=1)=O)C1C=CC=CC=1.[CH2:57]([OH:64])[C:58]1[CH:63]=[CH:62][CH:61]=[CH:60][CH:59]=1.Cl.[O:66]1[CH2:70]CCC1>C(OCC)(=O)C.C(N(CC)CC)C>[F:35][C:32]([F:34])([F:33])[C:30]1[CH:29]=[C:5]([CH:4]=[C:3]([C:2]([F:1])([F:37])[F:36])[CH:31]=1)[CH2:6][N:7]([CH2:15][C:16]1[CH:24]=[C:23]([C:25]([F:27])([F:26])[F:28])[CH:22]=[CH:21][C:17]=1[NH:54][C:70](=[O:66])[O:64][CH2:57][C:58]1[CH:63]=[CH:62][CH:61]=[CH:60][CH:59]=1)[C:8]1[N:9]=[CH:10][C:11]([Br:14])=[CH:12][N:13]=1. Run in C(C)(=O)OCC (ethyl acetate), C(C)N(CC)CC (triethylamine). Starting materials: CS(=O)(=O)Cl, CN(C)c1ccncc1, CCOC(C)=O, Nc1ccc2c(c1)N(C1CCN(CCc3ccc(F)cc3)CC1)CC2, O, c1ccncc1. Product: CS(=O)(=O)Nc1ccc2c(c1)N(C1CCN(CCc3ccc(F)cc3)CC1)CC2, Cl. RXN SMILES: [CH3:1][S:2]([Cl:3])(=[O:4])=[O:5].[CH3:38][N:39]([CH3:40])[c:41]1[cH:42][cH:43][n:44][cH:45][cH:46]1.[CH3:47][CH2:48][O:49][C:50](=[O:51])[CH3:52].[F:6][c:7]1[cH:8][cH:9][c:10]([CH2:11][CH2:12][N:13]2[CH2:14][CH2:15][CH:16]([N:19]3[CH2:20][CH2:21][c:22]4[cH:23][cH:24][c:25]([NH2:28])[cH:26][c:27]43)[CH2:17][CH2:18]2)[cH:29][cH:30]1.[OH2:37].[cH:31]1[cH:32][cH:33][n:34][cH:35][cH:36]1>>[CH3:1][S:2](=[O:4])(=[O:5])[NH:28][c:25]1[cH:24][cH:23][c:22]2[c:27]([cH:26]1)[N:19]([CH:16]1[CH2:15][CH2:14][N:13]([CH2:12][CH2:11][c:10]3[cH:9][cH:8][c:7]([F:6])[cH:30][cH:29]3)[CH2:18][CH2:17]1)[CH2:20][CH2:21]2.[ClH:3]. Run in C1(=CC=CC=C1)C (toluene). The reactants are ClC1=C(C(=O)OC)C=CC=N1 (methyl 2-chloronicotinate), C1(=CC=CC=C1)[Sn](CCCC)(CCCC)CCCC (phenyltributyltin), [Cl-].[Li+] (lithium chloride). Reaction conditions: temperature 90 celsius, time 8 hour. The reagents and catalysts are C=1C=CC(=CC1)[P](C=2C=CC=CC2)(C=3C=CC=CC3)[Pd]([P](C=4C=CC=CC4)(C=5C=CC=CC5)C=6C=CC=CC6)([P](C=7C=CC=CC7)(C=8C=CC=CC8)C=9C=CC=CC9)[P](C=1C=CC=CC1)(C=1C=CC=CC1)C=1C=CC=CC1 (tetrakis(triphenylphosphine)palladium). Reaction SMILES: Cl[C:2]1[N:11]=[CH:10][CH:9]=[CH:8][C:3]=1[C:4]([O:6][CH3:7])=[O:5].[C:12]1([Sn](CCCC)(CCCC)CCCC)[CH:17]=[CH:16][CH:15]=[CH:14][CH:13]=1.[Cl-].[Li+]>C1(C)C=CC=CC=1.C1C=CC([P]([Pd]([P](C2C=CC=CC=2)(C2C=CC=CC=2)C2C=CC=CC=2)([P](C2C=CC=CC=2)(C2C=CC=CC=2)C2C=CC=CC=2)[P](C2C=CC=CC=2)(C2C=CC=CC=2)C2C=CC=CC=2)(C2C=CC=CC=2)C2C=CC=CC=2)=CC=1>[C:12]1([C:2]2[N:11]=[CH:10][CH:9]=[CH:8][C:3]=2[C:4]([O:6][CH3:7])=[O:5])[CH:17]=[CH:16][CH:15]=[CH:14][CH:13]=1 |f:2.3,^1:43,45,64,83|. The product is C1(=CC=CC=C1)C1=C(C(=O)OC)C=CC=N1 (Methyl 2-phenylnicotinate). Reported procedure: A mixture of methyl 2-chloronicotinate (3.10 g, 18.1 mmol), phenyltributyltin (6.30 g, 17 mmol), lithium chloride (5.04 g, 120 mmol), and tetrakis(triphenylphosphine)palladium (1.12 g, 1 mmol) in toluene (65 ml) was degassed and then stirred under a nitrogen atmosphere overnight at 90° C. and at reflux for 5 hours. The cooled reaction mixture was filtered, the filtrate evaporated, and the residue partitioned between acetonitrile (50 ml) and hexane (5×20 ml). The combined hexane layers were extra...